Dataset: the Open Reaction Database (ORD), a public repository of structured organic reaction records. Task: describe an organic reaction: reactants, conditions, products, and yield The reactants are CCCCOc1nc(N)c2nc(OC)n(CC3CCOC(C)(C)C3)c2n1, C1COCCO1, CO, Cl. Product: CCCCOc1nc(N)c2[nH]c(=O)n(CC3CCOC(C)(C)C3)c2n1. As a reaction SMILES: [CH2:1]([CH2:2][CH2:3][CH3:4])[O:5][c:6]1[n:7][c:8]([NH2:26])[c:9]2[n:10][c:11]([O:24][CH3:25])[n:12]([CH2:15][CH:16]3[CH2:17][C:18]([CH3:22])([CH3:23])[O:19][CH2:20][CH2:21]3)[c:13]2[n:14]1.[CH2:30]1[O:31][CH2:32][CH2:33][O:34][CH2:35]1.[CH3:28][OH:29].[ClH:27]>>[CH2:1]([CH2:2][CH2:3][CH3:4])[O:5][c:6]1[n:7][c:8]([NH2:26])[c:9]2[nH:10][c:11](=[O:24])[n:12]([CH2:15][CH:16]3[CH2:17][C:18]([CH3:22])([CH3:23])[O:19][CH2:20][CH2:21]3)[c:13]2[n:14]1. The reactants are C(\C=C\C(=O)O)(=O)O (fumaric acid), C1(CCCCC1)N=C=NC1CCCCC1 (N,N'-dicyclohexylcarbodiimide), C(C1=CC=CC=C1)N1CCC(CC1)NC (1-benzyl-4-methylaminopiperidine), COC1=C(C(=O)O)C=C(C=C1)Cl (2-methoxy-5-chlorobenzoic acid). The solvent is C(Cl)Cl (methylene chloride). Reaction conditions: time 8 hour. The product is C(\C=C\C(=O)O)(=O)O.CN(C(C1=C(C=CC(=C1)Cl)OC)=O)C1CCN(CC1)CC1=CC=CC=C1 (N-methyl-N-(1-benzylpiperid-4-yl)-2-methoxy-5-chlorobenzamide fumarate). Reaction SMILES: C1(N=C=NC2CCCCC2)CCCCC1.[CH2:16]([N:23]1[CH2:28][CH2:27][CH:26]([NH:29][CH3:30])[CH2:25][CH2:24]1)[C:17]1[CH:22]=[CH:21][CH:20]=[CH:19][CH:18]=1.[CH3:31][O:32][C:33]1[CH:41]=[CH:40][C:39]([Cl:42])=[CH:38][C:34]=1[C:35](O)=[O:36].[C:43]([OH:50])(=[O:49])/[CH:44]=[CH:45]/[C:46]([OH:48])=[O:47]>C(Cl)Cl>[C:43]([OH:50])(=[O:49])/[CH:44]=[CH:45]/[C:46]([OH:48])=[O:47].[CH3:30][N:29]([CH:26]1[CH2:27][CH2:28][N:23]([CH2:16][C:17]2[CH:18]=[CH:19][CH:20]=[CH:21][CH:22]=2)[CH2:24][CH2:25]1)[C:35](=[O:36])[C:34]1[CH:38]=[C:39]([Cl:42])[CH:40]=[CH:41][C:33]=1[O:32][CH3:31] |f:5.6|. Procedure: N,N'-dicyclohexylcarbodiimide (10.3 g; 0.05 moles) and 1-benzyl-4-methylaminopiperidine (10.2 g; 0.05 moles) were added successively to a solution of 2-methoxy-5-chlorobenzoic acid (9.3 g; 0.05 mole) in methylene chloride (250 ml). After stirring overnight at room temperature, the insoluble N,N'-dicyclohexylurea was filtered off, the solution was washed with water, dried (Na2SO4) and the solvent removed in vacuo to give an oil. It was salified with fumaric acid as described in Example 1 to give ... The reactants are C(Cl)Cl (methylene chloride), CC1=C(CC(C2=CC=CC=C2)Br)C(=CC(=C1)F)C (2,6-dimethyl-4-fluoro-benzylbenzylbromide), C([O-])([O-])=O.[K+].[K+] (potassium carbonate), NC1=CC=CC=2N=C(NC21)C (4-amino-2-methylbenzimidazole). Run in O (water), C(C)#N (acetonitrile). Conditions: temperature 75 celsius. Yields the product CC1=C(CNC2=CC=CC=3N=C(NC32)C)C(=CC(=C1)F)C (4-(2,6-dimethyl-4-fluorobenzylamino)-2-methylbenzimidazole). Yield: 22.4%. Reaction SMILES: [NH2:1][C:2]1[C:10]2[NH:9][C:8]([CH3:11])=[N:7][C:6]=2[CH:5]=[CH:4][CH:3]=1.[CH3:12][C:13]1[CH:27]=[C:26]([F:28])[CH:25]=[C:24]([CH3:29])[C:14]=1[CH2:15]C(Br)C1C=CC=CC=1.C(=O)([O-])[O-].[K+].[K+].C(Cl)Cl>C(#N)C.O>[CH3:12][C:13]1[CH:27]=[C:26]([F:28])[CH:25]=[C:24]([CH3:29])[C:14]=1[CH2:15][NH:1][C:2]1[C:10]2[NH:9][C:8]([CH3:11])=[N:7][C:6]=2[CH:5]=[CH:4][CH:3]=1 |f:2.3.4|. Reported procedure: 4-amino-2-methylbenzimidazole (0.6 g, 4,1 mmol) was dissolved in acetonitrile (10 ml). To the solution were added 2,6-dimethyl-4-fluoro-benzylbenzylbromide (0.89 g, 4,1 mol) and potassium carbonate (0.68 g, 4.9 mmol) and the mixture was warmed at 70-80° C. for 3 h. The reaction mixture was cooled to room temperature and methylene chloride (25 ml) and water (25 ml) was added. The organic layer was separated, dried over sodium sulfate and was evaporated under reduced pressure. The residue was crys... Reactants: O=C1CCC(=O)N1Br, COc1cc(C)cc(Br)c1, O=C(OOC(=O)c1ccccc1)c1ccccc1, ClC(Cl)(Cl)Cl. Yields the product COc1cc(Br)cc(CBr)c1. RXN SMILES: [Br:11][N:12]1[C:13](=[O:14])[CH2:15][CH2:16][C:17]1=[O:18].[Br:1][c:2]1[cH:3][c:4]([O:9][CH3:10])[cH:5][c:6]([CH3:8])[cH:7]1.[C:19]([O:20][O:21][C:22](=[O:23])[c:24]1[cH:25][cH:26][cH:27][cH:28][cH:29]1)(=[O:30])[c:31]1[cH:32][cH:33][cH:34][cH:35][cH:36]1.[C:37]([Cl:38])([Cl:39])([Cl:40])[Cl:41]>>[Br:1][c:2]1[cH:3][c:4]([O:9][CH3:10])[cH:5][c:6]([CH2:8][Br:11])[cH:7]1. Starting materials: COC([C@H](CC1=CC=C(C=C1)C1=CC=C(C=C1)C#N)NC(=O)C1NCC=2C=C3C(=CC2C1)OC[C@@H](O3)C3=CC=C(C=C3)OCC3=CC(=C(C=C3)Cl)Cl)=O ((S)-3-(4′-Cyano-biphenyl-4-yl)-2-({(S)-3-[4-(3,4-dichloro-benzyloxy)-phenyl]-2,3,6,7,8,9-hexahydro-[1,4]dioxino[2,3-g]isoquinoline-8-carbonyl}-amino)-propionic acid methyl ester), C(C)(=O)NC1=CC=C(C=C1)S(=O)(=O)Cl (4-acetylamino-benzenesulfonyl chloride). The product is COC([C@H](CC1=CC=C(C=C1)C1=CC=C(C=C1)C#N)NC(=O)C1N(CC=2C=C3C(=CC2C1)OC[C@@H](O3)C3=CC=C(C=C3)OCC3=CC(=C(C=C3)Cl)Cl)S(=O)(=O)C3=CC=C(C=C3)NC(C)=O)=O ((S)-2-({(S)-7-(4-acetylamino-benzenesulfonyl)-3-[4-(3,4-dichloro-benzyloxy)-phenyl]-2,3,6,7,8,9-hexahydro-[1,4]dioxino[2,3-g]isoquinoline-8-carbonyl}-amino)-3-(4′-cyano-biphenyl-4-yl)-propionic acid methyl ester). As a reaction SMILES: [CH3:1][O:2][C:3](=[O:53])[C@@H:4]([NH:20][C:21]([CH:23]1[CH2:32][C:31]2[CH:30]=[C:29]3[O:33][CH2:34][C@H:35]([C:37]4[CH:42]=[CH:41][C:40]([O:43][CH2:44][C:45]5[CH:50]=[CH:49][C:48]([Cl:51])=[C:47]([Cl:52])[CH:46]=5)=[CH:39][CH:38]=4)[O:36][C:28]3=[CH:27][C:26]=2[CH2:25][NH:24]1)=[O:22])[CH2:5][C:6]1[CH:11]=[CH:10][C:9]([C:12]2[CH:17]=[CH:16][C:15]([C:18]#[N:19])=[CH:14][CH:13]=2)=[CH:8][CH:7]=1.[C:54]([NH:57][C:58]1[CH:63]=[CH:62][C:61]([S:64](Cl)(=[O:66])=[O:65])=[CH:60][CH:59]=1)(=[O:56])[CH3:55]>>[CH3:1][O:2][C:3](=[O:53])[C@@H:4]([NH:20][C:21]([CH:23]1[CH2:32][C:31]2[CH:30]=[C:29]3[O:33][CH2:34][C@H:35]([C:37]4[CH:42]=[CH:41][C:40]([O:43][CH2:44][C:45]5[CH:50]=[CH:49][C:48]([Cl:51])=[C:47]([Cl:52])[CH:46]=5)=[CH:39][CH:38]=4)[O:36][C:28]3=[CH:27][C:26]=2[CH2:25][N:24]1[S:64]([C:61]1[CH:60]=[CH:59][C:58]([NH:57][C:54](=[O:56])[CH3:55])=[CH:63][CH:62]=1)(=[O:66])=[O:65])=[O:22])[CH2:5][C:6]1[CH:11]=[CH:10][C:9]([C:12]2[CH:13]=[CH:14][C:15]([C:18]#[N:19])=[CH:16][CH:17]=2)=[CH:8][CH:7]=1. Reported procedure: (S)-3-(4′-Cyano-biphenyl-4-yl)-2-({(S)-3-[4-(3,4-dichloro-benzyloxy)-phenyl]-2,3,6,7,8,9-hexahydro-[1,4]dioxino[2,3-g]isoquinoline-8-carbonyl}-amino)-propionic acid methyl ester (32 mg) was reacted with 4-acetylamino-benzenesulfonyl chloride to give (S)-2-({(S)-7-(4-acetylamino-benzenesulfonyl)-3-[4-(3,4-dichloro-benzyloxy)-phenyl]-2,3,6,7,8,9-hexahydro-[1,4]dioxino[2,3-g]isoquinoline-8-carbonyl}-amino)-3-(4′-cyano-biphenyl-4-yl)-propionic acid methyl ester according to General Procedure E. This... Starting materials: bromo sugar, ClC1=C(C=CC(=C1)Cl)CO[C@H]1[C@]([C@@H](OC)O[C@@]1(COCC1=C(C=C(C=C1)Cl)Cl)C)(O)C (3,5-Bis-O-(2,4-dichlorophenylmethyl)-2,4-di-C-methyl-1-O-methyl-α-D-ribofuranose), Br (HBr), ClC1=C2C(NC=N1)=NC=C2 (4-Chloro-1H-pyrrolo[2,3-d]pyrimidine), [OH-].[K+] (KOH). The solvent is C1(=CC=CC=C1)C (toluene), C1(=CC=CC=C1)C (toluene), CN1C(CCC1)=O (1-methyl-2-pyrrolidinone). Reaction conditions: time 1 hour. Product: ClC=1C2=C(N=CN1)N(C=C2)[C@H]2[C@](O)([C@H](OCC1=C(C=C(C=C1)Cl)Cl)[C@](O2)(COCC2=C(C=C(C=C2)Cl)Cl)C)C (4-Chloro-7-[3,5-bis-O-(2,4-dichlorophenylmethyl)-2,4-di-C-methyl-β-D-ribofuranosyl]-7H-pyrrolo[2,3-d]pyrimidine). Isolated yield 32.9%. Reaction SMILES: [Cl:1][C:2]1[CH:7]=[C:6]([Cl:8])[CH:5]=[CH:4][C:3]=1[CH2:9][O:10][C@@H:11]1[C@@:17]([CH3:29])([CH2:18][O:19][CH2:20][C:21]2[CH:26]=[CH:25][C:24]([Cl:27])=[CH:23][C:22]=2[Cl:28])[O:16][C@H:13](OC)[C@:12]1([CH3:31])[OH:30].Br.[Cl:33][C:34]1[N:39]=[CH:38][NH:37][C:36]2=[N:40][CH:41]=[CH:42][C:35]=12.[OH-].[K+]>CN1CCCC1=O.C1(C)C=CC=CC=1>[Cl:33][C:34]1[C:35]2[CH:42]=[CH:41][N:40]([C@@H:13]3[O:16][C@:17]([CH3:29])([CH2:18][O:19][CH2:20][C:21]4[CH:26]=[CH:25][C:24]([Cl:27])=[CH:23][C:22]=4[Cl:28])[C@@H:11]([O:10][CH2:9][C:3]4[CH:4]=[CH:5][C:6]([Cl:8])=[CH:7][C:2]=4[Cl:1])[C@@:12]3([CH3:31])[OH:30])[C:36]=2[N:37]=[CH:38][N:39]=1 |f:3.4|. Procedure: To the compound from Step C (0.70 g, 1.3 mmol) was added HBr (5.7 M in acetic acid, 2 mL). The resulting solution was stirred at room temperature for 1 h, evaporated in vacuo and co-evaporated with anhydrous toluene (3×10 mL). 4-Chloro-1H-pyrrolo[2,3-d]pyrimidine (0.5 g, 3.3 mmol) and powdered KOH (85%, 150 mg, 2.3 mmol) were stirred in 1-methyl-2-pyrrolidinone (5 mL) for 30 min and the mixture was co-evaporated with toluene (10 mL). The resulting solution was poured into the above bromo sugar r... Starting materials: CC1(OC2=CC=C(C=C2C(C1)(C)C)C(C)=O)C (2,2,4,4-tetramethyl-6-acetylchroman), CC1(OC2=CC=C(C=C2C(C1)(C)C)C(C)=O)C (2,2,4,4-tetramethyl-6-acetylchroman), C(C)(C)NC(C)C (diisopropylamine), C(CCC)[Li] (n-butyl lithium), C(C)OP(=O)(OCC)Cl (diethylchlorophosphate), C(CCC)[Li] (n-butyl lithium), C(C)(C)NC(C)C (diisopropylamine), C(C)(C)[N-]C(C)C.[Li+] (lithium diisopropylamide). Solvent: C1CCOC1 (THF), CCCCCC (hexane), CCCCCC (hexane), C1CCOC1 (THF), C1CCOC1 (THF). Reaction conditions: temperature -78 celsius, time 40 minute. The product is CC1(OC2=CC=C(C=C2C(C1)(C)C)C#C)C (2,2,4,4-Tetramethyl-6-ethynyl-chroman). RXN SMILES: C(NC(C)C)(C)C.C([Li])CCC.[CH3:13][C:14]1([CH3:29])[CH2:23][C:22]([CH3:25])([CH3:24])[C:21]2[C:16](=[CH:17][CH:18]=[C:19]([C:26](=O)[CH3:27])[CH:20]=2)[O:15]1.C(OP(Cl)(OCC)=O)C.C([N-]C(C)C)(C)C.[Li+]>C1COCC1.CCCCCC>[CH3:13][C:14]1([CH3:29])[CH2:23][C:22]([CH3:24])([CH3:25])[C:21]2[C:16](=[CH:17][CH:18]=[C:19]([C:26]#[CH:27])[CH:20]=2)[O:15]1 |f:4.5|. Reported procedure: To a cooled (-78 degrees C.) solution of 522 mg (5.17 mmol) of diisopropylamine in 8 ml of dry THF was added slowly, under nitrogen, 3.23 ml of 1.6 M (5.17 mmol) n-butyl lithium in hexane. The mixture was stirred at -78 degrees C. for 40 minutes and then treated with a solution of 1.24 g (5.17 mmol) of 2,2,4,4-tetramethyl-6-acetylchroman (Compound 85) in 2 ml of dry THF. The mixture was stirred at -78 degrees C. for a further 1 h and then treated with 895 mg (5.19 mmol) of diethylchlorophosphate...